From a dataset of the Open Reaction Database (ORD), a public repository of structured organic reaction records. describe an organic reaction: reactants, conditions, products, and yield Reactants: methanolic solution, C[O-].[Na+] (sodium methoxide), Cl.ClCC1=NC=CC=C1 (2-chloromethylpyridine hydrochloride), SC1=NC2=CC=CC=C2C(N1C1=CC=CC=C1)=O (2-mercapto-3-phenyl-4(3H)-quinazolinone), O (water). Solvent: CO (methanol). Conditions: time 2.5 hour. The product is C1(=CC=CC=C1)N1C(=NC2=CC=CC=C2C1=O)SCC1=NC=CC=C1 (3-Phenyl-2-(2-pyridylmethylthio)-4-(3H)-quinazolinone). Yield: 49.8%. Reaction SMILES: C[O-].[Na+].Cl.Cl[CH2:6][C:7]1[CH:12]=[CH:11][CH:10]=[CH:9][N:8]=1.[SH:13][C:14]1[N:23]([C:24]2[CH:29]=[CH:28][CH:27]=[CH:26][CH:25]=2)[C:22](=[O:30])[C:21]2[C:16](=[CH:17][CH:18]=[CH:19][CH:20]=2)[N:15]=1.O>CO>[C:24]1([N:23]2[C:22](=[O:30])[C:21]3[C:16](=[CH:17][CH:18]=[CH:19][CH:20]=3)[N:15]=[C:14]2[S:13][CH2:6][C:7]2[CH:12]=[CH:11][CH:10]=[CH:9][N:8]=2)[CH:25]=[CH:26][CH:27]=[CH:28][CH:29]=1 |f:0.1,2.3|. Procedure: 6.1 ml Of 28% methanolic solution of sodium methoxide and 2.46 g of 2-chloromethylpyridine hydrochloride were added to a solution of 3.62 g of 2-mercapto-3-phenyl-4(3H)-quinazolinone in 100 ml of methanol, and the stirring was continued at room temperature for 2.5 hours. About 50 ml of water were added to the reaction solution and crystals precipitated were collected by filtration and recrystallized from ethyl acetate to give 2.45 g of the title compound. Starting materials: FC(S(=O)(=O)OC1=C(C(=CC=C1)[N+](=O)[O-])C#N)(F)F (2-cyano-3-nitrophenyl trifluoromethanesulfonate), C(=C/C)/B(O)O (cis-1-propen-1-ylboronic acid). Product: [N+](=O)([O-])C1=C(C#N)C(=CC=C1)\C=C/C ((Z)-2-nitro-6-(prop-1-enyl)benzonitrile). As a reaction SMILES: FC(F)(F)S(O[C:7]1[CH:12]=[CH:11][CH:10]=[C:9]([N+:13]([O-:15])=[O:14])[C:8]=1[C:16]#[N:17])(=O)=O.[CH:20](/B(O)O)=[CH:21]/[CH3:22]>>[N+:13]([C:9]1[CH:10]=[CH:11][CH:12]=[C:7](/[CH:20]=[CH:21]\[CH3:22])[C:8]=1[C:16]#[N:17])([O-:15])=[O:14]. Procedure: Prepared as in Example 129c from 2-cyano-3-nitrophenyl trifluoromethanesulfonate Example (129d) and cis-1-propen-1-ylboronic acid. The crude product was purified by chromatography on silica gel eluting with solvent gradient 0% to 100% DCM in hexanes, to give 0.80 g (97%) of (Z)-2-nitro-6-(prop-1-enyl)benzonitrile (97%) as a yellow solid. 1H NMR (400 MHz, DMSO-d6) δ 8.25-8.30 (m, 1H), 7.90-7.98 (m, 2H), 6.25-6.70 (m, 1H), 6.17-6.28 (m, 1H), 1.78-1.82 (m, 3H). Reactants: CC(=O)CC(C)C, Cc1ccn2c(=O)c(CCCl)c(C)nc2c1, [I-], [K+], c1ccc2c(C3CCNCC3)c[nH]c2c1, [Na+], [Na+], O=C([O-])[O-]. The product is Cc1ccn2c(=O)c(CCN3CCC(c4c[nH]c5ccccc45)CC3)c(C)nc2c1. As a reaction SMILES: [CH3:40][CH:41]([CH3:42])[CH2:43][C:44](=[O:45])[CH3:46].[Cl:1][CH2:2][CH2:3][c:4]1[c:5]([CH3:16])[n:6][c:7]2[n:8]([c:9]1=[O:10])[cH:11][cH:12][c:13]([CH3:15])[cH:14]2.[I-:39].[K+:38].[NH:17]1[CH2:18][CH2:19][CH:20]([c:23]2[cH:24][nH:25][c:26]3[cH:27][cH:28][cH:29][cH:30][c:31]23)[CH2:21][CH2:22]1.[Na+:32].[Na+:33].[O-:34][C:35](=[O:36])[O-:37]>>[CH2:2]([CH2:3][c:4]1[c:5]([CH3:16])[n:6][c:7]2[n:8]([c:9]1=[O:10])[cH:11][cH:12][c:13]([CH3:15])[cH:14]2)[N:17]1[CH2:18][CH2:19][CH:20]([c:23]2[cH:24][nH:25][c:26]3[cH:27][cH:28][cH:29][cH:30][c:31]23)[CH2:21][CH2:22]1. Reactants: OCC1=C(C=CC=C1)C(C(=O)NC)=NOC (2-(Hydroxymethyl)-α-(methoxyimino)-N-methyl-benzeneacetamide), CC(CC1(OCCO1)C=1C=NC(=C(C1)C)S(=O)(=O)C)C (2-(2,2-dimethylethyl)-2-(5-methyl-6-methylsulphonyl-3-pyridinyl)-1,3-dioxolane), O (water), [H-].[Na+] (sodium hydride). The solvent is CS(=O)C (dimethyl sulphoxide), CS(=O)C (dimethyl sulphoxide). Run at time 20 minute. Product: C1(=CC=CC=C1)CC(=O)N (Benzeneacetamide). Yield: 132.2%. Reaction SMILES: OC[C:3]1[CH:8]=[CH:7][CH:6]=[CH:5][C:4]=1[C:9](=NOC)[C:10]([NH:12]C)=[O:11].[H-].[Na+].CC(C)CC1(C2C=NC(S(C)(=O)=O)=C(C)C=2)OCCO1.O>CS(C)=O>[C:4]1([CH2:9][C:10]([NH2:12])=[O:11])[CH:5]=[CH:6][CH:7]=[CH:8][CH:3]=1 |f:1.2|. Procedure details: 2-(Hydroxymethyl)-α-(methoxyimino)-N-methyl-benzeneacetamide (0.46 g, 2.07 mmol) was dissolved with stirring in anhydrous dimethyl sulphoxide (20 mL) and 60% sodium hydride (0.10 g, 2.5 mmol) added. The reaction mixture was stirred at room temperature for 20 minutes and a solution of 2-(2,2-dimethylethyl)-2-(5-methyl-6-methylsulphonyl-3-pyridinyl)-1,3-dioxolane (0.62 g, 2.07 mmol) in anhydrous dimethyl sulphoxide (5 mL) added. The reaction mixture was heated to 45° C. and stirred overnight. It w... The reactants are OC1=C2C(=NC=C1C(=O)OCC)N(N=C2C)C2=NC=CC=C2 (ethyl 4-hydroxy-3-methyl-1-(2-pyridinyl)-1H-pyrazolo[3,4-b]pyridine-5-carboxylate), C1(CCCCC1)N (cyclohexylamine), O (water). Solvent: C=1(C(=CC=CC1)C)C (xylene), CS(=O)C (dimethylsulfoxide). Product: C1(CCCCC1)NC(=O)C=1C(=C2C(=NC1)N(N=C2C)C2=NC=CC=C2)O (N-Cyclohexyl-4-hydroxy-3-methyl-1-(2-pyridinyl)-1H-pyrazolo[3,4-b]pyridine-5-carboxamide). The yield is 9.7%. RXN SMILES: [OH:1][C:2]1[C:7]([C:8]([O:10]CC)=O)=[CH:6][N:5]=[C:4]2[N:13]([C:17]3[CH:22]=[CH:21][CH:20]=[CH:19][N:18]=3)[N:14]=[C:15]([CH3:16])[C:3]=12.[CH:23]1([NH2:29])[CH2:28][CH2:27][CH2:26][CH2:25][CH2:24]1.O>C1(C)C(C)=CC=CC=1.CS(C)=O>[CH:23]1([NH:29][C:8]([C:7]2[C:2]([OH:1])=[C:3]3[C:15]([CH3:16])=[N:14][N:13]([C:17]4[CH:22]=[CH:21][CH:20]=[CH:19][N:18]=4)[C:4]3=[N:5][CH:6]=2)=[O:10])[CH2:28][CH2:27][CH2:26][CH2:25][CH2:24]1. Reported procedure: A mixed solution of ethyl 4-hydroxy-3-methyl-1-(2-pyridinyl)-1H-pyrazolo[3,4-b]pyridine-5-carboxylate (1.5 g, 5.0 mmol) and cyclohexylamine (2.2 g, 22 mmol) in xylene (5.0 mL) and dimethylsulfoxide (5.0 mL) was stirred at 130° C. for 28 hours. The solution was cooled to room temperature and water was added thereto. Subsequently, organic matter was extracted with ethyl acetate. The extract was washed with saturated brine and dried over anhydrous sodium sulfate, and the solvent was evaporated unde...